This data is from the Open Reaction Database (ORD), a public repository of structured organic reaction records. The task is: describe an organic reaction: reactants, conditions, products, and yield Starting materials: C(C)OC(=O)C=1C=C(C=C(C1)C1=CC=C(C=C1)C)C(=O)O (5-(ethoxycarbonyl)-4′-methylbiphenyl-3-carboxylic acid), Cl.CN(CCCN=C=NCC)C (N-(3-dimethylaminopropyl)-N′-ethylcarbodiimide hydrochloride), O.ON1N=NC2=C1C=CC=C2 (1-hydroxybenzotriazole hydrate), N[C@H](CO)C ((S)-2-aminopropan-1-ol), C(C)(C)N(C(C)C)CC (N,N-diisopropylethylamine). Solvent: C(Cl)Cl (CH2Cl2). Reaction conditions: time 8 hour. The product is OC[C@H](C)NC(=O)C=1C=C(C=C(C1)C1=CC=C(C=C1)C)C(=O)OCC ((S)-Ethyl 5-(1-hydroxypropan-2-ylcarbamoyl)-4′-methylbiphenyl-3-carboxylate). RXN SMILES: [CH2:1]([O:3][C:4]([C:6]1[CH:7]=[C:8]([C:19](O)=[O:20])[CH:9]=[C:10]([C:12]2[CH:17]=[CH:16][C:15]([CH3:18])=[CH:14][CH:13]=2)[CH:11]=1)=[O:5])[CH3:2].Cl.CN(C)CCCN=C=NCC.O.ON1C2C=CC=CC=2N=N1.[NH2:45][C@@H:46]([CH3:49])[CH2:47][OH:48].C(N(CC)C(C)C)(C)C>C(Cl)Cl>[OH:48][CH2:47][C@@H:46]([NH:45][C:19]([C:8]1[CH:7]=[C:6]([C:4]([O:3][CH2:1][CH3:2])=[O:5])[CH:11]=[C:10]([C:12]2[CH:13]=[CH:14][C:15]([CH3:18])=[CH:16][CH:17]=2)[CH:9]=1)=[O:20])[CH3:49] |f:1.2,3.4|. Reported procedure: To a mixture of 5-(ethoxycarbonyl)-4′-methylbiphenyl-3-carboxylic acid (35 mg, 0.12 mmol), N-(3-dimethylaminopropyl)-N′-ethylcarbodiimide hydrochloride (47 mg, 0.25 mmol), 1-hydroxybenzotriazole hydrate (19 mg, 0.12 mmol), and CH2Cl2 (3 mL) were added (S)-2-aminopropan-1-ol (10 mg, 0.14 mmol) and N,N-diisopropylethylamine (0.032 mL, 0.18 mmol). The mixture was stirred at room temperature overnight, and then concentrated. The residue was purified by preparative HPLC (100×21.2 mm C18 column, 30-70...